This data is from the Open Reaction Database (ORD), a public repository of structured organic reaction records. The task is: describe an organic reaction: reactants, conditions, products, and yield Starting materials: ClC1=C(N(C(=N1)C1=CC(=CC=C1)C(F)(F)F)C)C(=O)N1CCC(CC1)N1[C@@H](CCC1)COC(C1=CC=CC=C1)=O (benzoic acid (S)-1-{1-[5-chloro-3-methyl-2-(3-trifluoromethyl-phenyl)-3H-imidazole-4-carbonyl]-piperidin-4-yl}-pyrrolidin-2-ylmethyl ester), N1CCC(CC1)N1[C@@H](CCC1)COC(C1=CC=CC=C1)=O (benzoic acid (S)-1-piperidin-4-yl-pyrrolidin-2-ylmethyl ester), ClC1=C(N(C(=N1)C1=CC(=CC=C1)C(F)(F)F)C)C(=O)O (5-chloro-3-methyl-2-(3-trifluoromethyl-phenyl)-3H-imidazole-4-carboxylic acid), N1CCC(CC1)N1[C@@H](CCC1)COC(C1=CC=CC=C1)=O (benzoic acid (S)-1-piperidin-4-yl-pyrrolidin-2-ylmethyl ester). Product: ClC1=C(N(C(=N1)C1=CC(=CC=C1)C(F)(F)F)C)C(=O)N1CCC(CC1)N1[C@@H](CCC1)CO ([5-Chloro-3-methyl-2-(3-trifluoromethyl-phenyl)-3H-imidazol-4-yl]-[4-((S)-2-hydroxymethyl-pyrrolidin-1-yl)-piperidin-1-yl]-methanone). As a reaction SMILES: [Cl:1][C:2]1[N:6]=[C:5]([C:7]2[CH:12]=[CH:11][CH:10]=[C:9]([C:13]([F:16])([F:15])[F:14])[CH:8]=2)[N:4]([CH3:17])[C:3]=1[C:18]([N:20]1[CH2:25][CH2:24][CH:23]([N:26]2[CH2:30][CH2:29][CH2:28][C@H:27]2[CH2:31][O:32]C(=O)C2C=CC=CC=2)[CH2:22][CH2:21]1)=[O:19].ClC1N=C(C2C=CC=C(C(F)(F)F)C=2)N(C)C=1C(O)=O.N1CCC(N2CCC[C@H]2COC(=O)C2C=CC=CC=2)CC1>>[Cl:1][C:2]1[N:6]=[C:5]([C:7]2[CH:12]=[CH:11][CH:10]=[C:9]([C:13]([F:16])([F:15])[F:14])[CH:8]=2)[N:4]([CH3:17])[C:3]=1[C:18]([N:20]1[CH2:25][CH2:24][CH:23]([N:26]2[CH2:30][CH2:29][CH2:28][C@H:27]2[CH2:31][OH:32])[CH2:22][CH2:21]1)=[O:19]. Reported procedure: In analogy to the procedure described for example 73, benzoic acid (S)-1-{1-[5-chloro-3-methyl-2-(3-trifluoromethyl-phenyl)-3H-imidazole-4-carbonyl]-piperidin-4-yl}-pyrrolidin-2-ylmethyl ester [prepared in analogy to the procedure described for example 2 from 5-chloro-3-methyl-2-(3-trifluoromethyl-phenyl)-3H-imidazole-4-carboxylic acid (example 74) and benzoic acid (S)-1-piperidin-4-yl-pyrrolidin-2-ylmethyl ester (intermediate 6C)] has been saponified to give the title compound as colorless amor... Starting materials: ClC1=CC=C(C=C1)SC=1N=C(NC1C1=CC=C(C=C1)S(=O)(=O)C)C (4-[(4-chlorophenyl)thio]-2-methyl-5-[4-(methylsulfonyl)phenyl]-1H-imidazole), IC (iodomethane), [H-].[Na+] (NaH). Solvent: C1CCOC1 (THF). Run at time 16 hour. Product: ClC1=CC=C(C=C1)SC1=C(N=C(N1C)C)C1=CC=C(C=C1)S(=O)(=O)C (5-[(4-Chlorophenyl)thio]-1,2-dimethyl-4-[4-(methylsulfonyl)phenyl]-1H-imidazole). As a reaction SMILES: [Cl:1][C:2]1[CH:7]=[CH:6][C:5]([S:8][C:9]2[N:10]=[C:11]([CH3:24])[NH:12][C:13]=2[C:14]2[CH:19]=[CH:18][C:17]([S:20]([CH3:23])(=[O:22])=[O:21])=[CH:16][CH:15]=2)=[CH:4][CH:3]=1.I[CH3:26].[H-].[Na+]>C1COCC1>[Cl:1][C:2]1[CH:7]=[CH:6][C:5]([S:8][C:9]2[N:10]([CH3:26])[C:11]([CH3:24])=[N:12][C:13]=2[C:14]2[CH:19]=[CH:18][C:17]([S:20]([CH3:23])(=[O:22])=[O:21])=[CH:16][CH:15]=2)=[CH:4][CH:3]=1 |f:2.3|. Procedure details: To the product of Step 4 (0.38 g, 0.96 mmol) and iodomethane (1.0 mL, 1M solution in THF, 1.0 mmol) in THF (5 mL) at 5° C. under argon was added NaH (60% in mineral oil, 0.040 g, 1.0 mmol). After stirring at RT for 16 h, the reaction was partitioned between CH2Cl2 (10 mL) and H2O (20 mL). The organic layer was separated, washed with H2O, brine, dried with anhydrous Na2SO4 and concentrated. The residue was purified by crystallization from EtOAc/hexane to give the title compound. 1H NMR (400 MHz, ...